From a dataset of the Open Reaction Database (ORD), a public repository of structured organic reaction records. describe an organic reaction: reactants, conditions, products, and yield The reactants are CC(C)=O, CN(C)C=O, ClCc1ccc(OCc2ccc3ccccc3n2)cc1, CCCOC(=O)c1nc2c(O)c(Cl)ccc2o1, [I-], [K+]. Product: CCCOC(=O)c1nc2c(OCc3ccc(OCc4ccc5ccccc5n4)cc3)c(Cl)ccc2o1. Reaction SMILES: [CH3:40][C:41](=[O:42])[CH3:43].[CH3:44][N:45]([CH3:46])[CH:47]=[O:48].[Cl:1][CH2:2][c:3]1[cH:4][cH:5][c:6]([O:7][CH2:8][c:9]2[n:10][c:11]3[cH:12][cH:13][cH:14][cH:15][c:16]3[cH:17][cH:18]2)[cH:19][cH:20]1.[Cl:21][c:22]1[cH:23][cH:24][c:25]2[c:26]([n:27][c:28]([C:30](=[O:31])[O:32][CH2:33][CH2:34][CH3:35])[o:29]2)[c:36]1[OH:37].[I-:39].[K+:38]>>[CH2:2]([c:3]1[cH:4][cH:5][c:6]([O:7][CH2:8][c:9]2[n:10][c:11]3[cH:12][cH:13][cH:14][cH:15][c:16]3[cH:17][cH:18]2)[cH:19][cH:20]1)[O:37][c:36]1[c:22]([Cl:21])[cH:23][cH:24][c:25]2[c:26]1[n:27][c:28]([C:30](=[O:31])[O:32][CH2:33][CH2:34][CH3:35])[o:29]2.